From a dataset of the Open Reaction Database (ORD), a public repository of structured organic reaction records. describe an organic reaction: reactants, conditions, products, and yield Starting materials: ice water, Cl (hydrochloric acid), BrC1=CC=C(C=C1)C(C)C (1-bromo-4-isopropylbenzene), [Cl-].[Al+3].[Cl-].[Cl-] (aluminum chloride), COCCl (chloromethyl methyl ether). Run in ClCCl (dichloromethane), C(Cl)(Cl)(Cl)Cl (carbon tetrachloride). Conditions: temperature -30 celsius, time 20 minute. Product: BrC1=C(C=C(C=C1)C(C)C)CCl (1-bromo-2-chloromethyl-4-isopropylbenzene). Isolated yield 98.5%. RXN SMILES: [Br:1][C:2]1[CH:7]=[CH:6][C:5]([CH:8]([CH3:10])[CH3:9])=[CH:4][CH:3]=1.CO[CH2:13][Cl:14].[Cl-].[Al+3].[Cl-].[Cl-].Cl>ClCCl.C(Cl)(Cl)(Cl)Cl>[Br:1][C:2]1[CH:7]=[CH:6][C:5]([CH:8]([CH3:10])[CH3:9])=[CH:4][C:3]=1[CH2:13][Cl:14] |f:2.3.4.5|. Reported procedure: Under an argon atmosphere, 12.5 g (64 mmol) of 1-bromo-4-isopropylbenzene was placed in a 300 mL Schlenk flask, and 40 mL of carbon tetrachloride and 28.9 mL (384 mmol) of chloromethyl methyl ether were added. The mixture was cooled to −30° C., and after adding 17.1 g (128 mmol) of aluminum chloride, heated to 0° C., then stirred for 20 minutes, and thereafter heated to room temperature and then stirred for 5 minutes. The reaction solution was poured into ice water, and 100 mL of 2M hydrochloric... Starting materials: COC(=O)C1NC2=CC=CC=C2CC1 (1,2,3,4-tetrahydroquinoline-2-carboxylic acid methyl ester), C(=O)(OC)CCC(C(=O)Cl)C (4-carbomethoxy-2-methylbutanoyl chloride), C([O-])([O-])=O.[K+].[K+] (potassium carbonate), C(Cl)Cl (methylene chloride). Solvent: O (water). Run at time 8 hour. Product: COC(=O)C1N(C2=CC=CC=C2CC1)C(C(CCC(=O)OC)C)=O (1-(4-carbomethoxy-2-methylbutanoyl)-1,2,3,4-tetrahydroquinoline-2-carboxylic acid methyl ester). As a reaction SMILES: [CH3:1][O:2][C:3]([CH:5]1[CH2:14][CH2:13][C:12]2[C:7](=[CH:8][CH:9]=[CH:10][CH:11]=2)[NH:6]1)=[O:4].[C:15]([CH2:19][CH2:20][CH:21]([CH3:25])[C:22](Cl)=[O:23])([O:17][CH3:18])=[O:16].C(=O)([O-])[O-].[K+].[K+].C(Cl)Cl>O>[CH3:1][O:2][C:3]([CH:5]1[CH2:14][CH2:13][C:12]2[C:7](=[CH:8][CH:9]=[CH:10][CH:11]=2)[N:6]1[C:22](=[O:23])[CH:21]([CH3:25])[CH2:20][CH2:19][C:15]([O:17][CH3:18])=[O:16])=[O:4] |f:2.3.4|. Reported procedure: The mixture of 1.0 g of 1,2,3,4-tetrahydroquinoline-2-carboxylic acid methyl ester (Ber. 61,2377), 0.87 g of 4-carbomethoxy-2-methylbutanoyl chloride, 1.44 g of powdered potassium carbonate and 20 ml of methylene chloride is stirred at room temperature overnight. It is cooled with ice, and 50 ml of water are added. The organic layer is separated, washed with N-hydrochloric acid and water, dried and evaporated, to yield the 1-(4-carbomethoxy-2-methylbutanoyl)-1,2,3,4-tetrahydroquinoline-2-carboxy... The product is CC(C)(C)OC(=O)NC1CNc2cc(F)c(F)cc2N(CC(F)(F)F)C1=O. As a reaction SMILES: [C:1]([CH3:2])([CH3:3])([CH3:4])[O:5][C:6]([NH:7][CH:8]1[CH2:9][NH:10][c:11]2[c:12]([cH:16][c:17]([F:21])[c:18]([F:20])[cH:19]2)[NH:13][C:14]1=[O:15])=[O:22].[CH3:23][Si:24]([N-:25][Si:26]([CH3:27])([CH3:28])[CH3:29])([CH3:30])[CH3:31].[F:33][C:34]([F:35])([F:36])[S:37]([O:38][CH2:39][C:40]([F:41])([F:42])[F:43])(=[O:44])=[O:45].[Li+:32].[O:46]1[CH2:47][CH2:48][CH2:49][CH2:50]1>>[C:1]([CH3:2])([CH3:3])([CH3:4])[O:5][C:6]([NH:7][CH:8]1[CH2:9][NH:10][c:11]2[c:12]([cH:16][c:17]([F:21])[c:18]([F:20])[cH:19]2)[N:13]([CH2:39][C:40]([F:41])([F:42])[F:43])[C:14]1=[O:15])=[O:22]. Reactants: CC(C)(C)OC(=O)NC1CNc2cc(F)c(F)cc2NC1=O, C[Si](C)(C)[N-][Si](C)(C)C, O=S(=O)(OCC(F)(F)F)C(F)(F)F, [Li+], C1CCOC1.